The task is: describe an organic reaction: reactants, conditions, products, and yield. This data is from the Open Reaction Database (ORD), a public repository of structured organic reaction records. Reactants: ClC(Cl)Cl, [H-], [Na+], O=C(Cl)CCc1ccccc1, O=c1cc(-c2ccncc2)nc2n1CCCN2. The product is O=C(CCc1ccccc1)N1CCCn2c1nc(-c1ccncc1)cc2=O. As a reaction SMILES: [CH:31]([Cl:32])([Cl:33])[Cl:34].[H-:18].[Na+:19].[c:20]1([CH2:26][CH2:27][C:28](=[O:29])[Cl:30])[cH:21][cH:22][cH:23][cH:24][cH:25]1.[n:1]1[cH:2][cH:3][c:4](-[c:7]2[n:8][c:9]3[n:10]([c:11](=[O:13])[cH:12]2)[CH2:14][CH2:15][CH2:16][NH:17]3)[cH:5][cH:6]1>>[n:1]1[cH:2][cH:3][c:4](-[c:7]2[n:8][c:9]3[n:10]([c:11](=[O:13])[cH:12]2)[CH2:14][CH2:15][CH2:16][N:17]3[C:28]([CH2:27][CH2:26][c:20]2[cH:21][cH:22][cH:23][cH:24][cH:25]2)=[O:29])[cH:5][cH:6]1. Reactants: O=c1c(Cc2cccnc2)cn2c3cc(Br)ccc3c(=O)c3cc(O)cc1c32, OCCCBr, CN(C)C=O, O. Product: O=c1c(Cc2cccnc2)cn2c3cc(Br)ccc3c(=O)c3cc(OCCCO)cc1c32. Reaction SMILES: [Br:1][c:2]1[cH:3][c:4]2[n:5]3[c:6]4[c:7]([cH:8][c:9]([OH:17])[cH:10][c:11]4[c:12](=[O:16])[c:13]2[cH:14][cH:15]1)[c:18](=[O:28])[c:19]([CH2:21][c:22]1[cH:23][n:24][cH:25][cH:26][cH:27]1)[cH:20]3.[Br:29][CH2:30][CH2:31][CH2:32][OH:33].[O:35]=[CH:36][N:37]([CH3:38])[CH3:39].[OH2:34]>>[Br:1][c:2]1[cH:3][c:4]2[n:5]3[c:6]4[c:7]([cH:8][c:9]([O:17][CH2:30][CH2:31][CH2:32][OH:33])[cH:10][c:11]4[c:12](=[O:16])[c:13]2[cH:14][cH:15]1)[c:18](=[O:28])[c:19]([CH2:21][c:22]1[cH:23][n:24][cH:25][cH:26][cH:27]1)[cH:20]3. Reactants: CC(C)([O-])C.[K+] (potassium tert-butoxide), Cl (hydrochloric acid), NC1=C(C(=O)NC(C)C2CC2)C=C(C=C1)Cl (2-amino-5-chloro-N-(1-cyclopropylethyl)benzamide), BrC1=NN(C(=C1)C(=O)OC1=CC=CC=C1)C1=NC=CC=C1Cl (phenyl 3-bromo-1-(3-chloropyridin-2-yl)-1H-pyrazole-5-carboxylate). The solvent is CS(=O)C (dimethyl sulfoxide). Product: BrC1=NN(C(=C1)C(=O)NC1=C(C=C(C=C1)Cl)C(NC(C)C1CC1)=O)C1=NC=CC=C1Cl (3-bromo-N-(4-chloro-2-(1-cyclopropylethylcarbamoyl)phenyl)-1-(3-chloropyridin-2-yl)-1H-pyrazole-5-carboxamide). The yield is 38.6%. Reaction SMILES: CC(C)([O-])C.[K+].[NH2:7][C:8]1[CH:21]=[CH:20][C:19]([Cl:22])=[CH:18][C:9]=1[C:10]([NH:12][CH:13]([CH:15]1[CH2:17][CH2:16]1)[CH3:14])=[O:11].[Br:23][C:24]1[CH:28]=[C:27]([C:29](OC2C=CC=CC=2)=[O:30])[N:26]([C:38]2[C:43]([Cl:44])=[CH:42][CH:41]=[CH:40][N:39]=2)[N:25]=1.Cl>CS(C)=O>[Br:23][C:24]1[CH:28]=[C:27]([C:29]([NH:7][C:8]2[CH:21]=[CH:20][C:19]([Cl:22])=[CH:18][C:9]=2[C:10](=[O:11])[NH:12][CH:13]([CH:15]2[CH2:17][CH2:16]2)[CH3:14])=[O:30])[N:26]([C:38]2[C:43]([Cl:44])=[CH:42][CH:41]=[CH:40][N:39]=2)[N:25]=1 |f:0.1|. Reported procedure: 0.18 g of potassium tert-butoxide was added to a mixed solution comprising 0.23 g of 2-amino-5-chloro-N-(1-cyclopropylethyl)benzamide, 0.30 g of phenyl 3-bromo-1-(3-chloropyridin-2-yl)-1H-pyrazole-5-carboxylate and 5 ml of dimethyl sulfoxide, followed by reaction at room temperature for 1 hour. The reaction liquid was slowly added to diluted hydrochloric acid, the mixed liquid was subjected to extraction with ethyl acetate, and the organic layer was washed with a saturated sodium hydrogen carbon... Reactants: ClCCCC1=NOC2=C1C=CC(=C2)F (3-(3-chloropropyl)-6-fluoro-1,2-benzisoxazole), FC(C1=CC(=CC=C1)N1CCNCC1)(F)F (N-(α,α,α-trifluoro-m-tolyl)piperazine), C([O-])([O-])=O.[K+].[K+] (potassium carbonate), [I-].[K+] (potassium iodide). Run in CN(C=O)C (dimethylformamide). The product is Cl.FC1=CC2=C(C(=NO2)CCCN2CCN(CC2)C2=CC(=CC=C2)C(F)(F)F)C=C1 (1-[3-(6-Fluoro-1,2-benzisoxazol-3-yl)propyl]-4-(3-trifluoromethylphenyl)piperazine hydrochloride). Yield: 35.8%. As a reaction SMILES: [Cl:1][CH2:2][CH2:3][CH2:4][C:5]1[C:9]2[CH:10]=[CH:11][C:12]([F:14])=[CH:13][C:8]=2[O:7][N:6]=1.[F:15][C:16]([F:30])([F:29])[C:17]1[CH:22]=[CH:21][CH:20]=[C:19]([N:23]2[CH2:28][CH2:27][NH:26][CH2:25][CH2:24]2)[CH:18]=1.C(=O)([O-])[O-].[K+].[K+].[I-].[K+]>CN(C)C=O>[ClH:1].[F:14][C:12]1[CH:11]=[CH:10][C:9]2[C:5]([CH2:4][CH2:3][CH2:2][N:26]3[CH2:25][CH2:24][N:23]([C:19]4[CH:20]=[CH:21][CH:22]=[C:17]([C:16]([F:29])([F:30])[F:15])[CH:18]=4)[CH2:28][CH2:27]3)=[N:6][O:7][C:8]=2[CH:13]=1 |f:2.3.4,5.6,8.9|. Procedure: A mixture of 6.5 g of 3-(3-chloropropyl)-6-fluoro-1,2-benzisoxazole, 5.8 g of N-(α,α,α-trifluoro-m-tolyl)piperazine, 7.0 g of potassium carbonate and a few crystals potassium iodide in 80 ml of dimethylformamide was stirred at 70°-75° C. for seven hrs. The reaction mixture was cooled, filtered and concentrated to an oil, which was stirred with water and extracted with ether-ethyl acetate. The organic extracts were washed with water (2×), saturated sodium chloride solution, and dried over anhydro... The reactants are C[Si](C)(C)[N-][Si](C)(C)C.[Li+] (Lithium bis(trimethylsilyl)amide), FC=1C=C(C=C(C1)F)C(C(C)(C)N1COC(=C(C1=O)C1=CC=CC=C1)C)=O (1-(3,5-difluorophenyl)-2-(2,3-dihydro-6-methyl-4-oxo-5-phenyl-4H-1,3-oxazin-3-yl)-2-methyl-propan-1-one), ClC(=O)OC (methyl chloroformate). Solvent: O1CCCC1 (tetrahydrofuran). Reaction conditions: temperature 20 celsius, time 0.5 hour. The product is FC=1C=C(C=C(C1)F)C(C(C)(C)N1COC(=C(C1=O)C1=CC=CC=C1)CC(=O)OC)=O (1-(3,5-difluorophenyl)-2-(2,3-dihydro-6-methoxycarbonylmethyl-4-oxo-5-phenyl-4H-1,3-oxazin-3-yl)-2-methylpropan-1-one). Yield: 11.2%. As a reaction SMILES: C[Si]([N-][Si](C)(C)C)(C)C.[Li+].[F:11][C:12]1[CH:13]=[C:14]([C:19](=[O:37])[C:20]([N:23]2[C:28](=[O:29])[C:27]([C:30]3[CH:35]=[CH:34][CH:33]=[CH:32][CH:31]=3)=[C:26]([CH3:36])[O:25][CH2:24]2)([CH3:22])[CH3:21])[CH:15]=[C:16]([F:18])[CH:17]=1.Cl[C:39]([O:41][CH3:42])=[O:40]>O1CCCC1>[F:11][C:12]1[CH:13]=[C:14]([C:19](=[O:37])[C:20]([N:23]2[C:28](=[O:29])[C:27]([C:30]3[CH:35]=[CH:34][CH:33]=[CH:32][CH:31]=3)=[C:26]([CH2:36][C:39]([O:41][CH3:42])=[O:40])[O:25][CH2:24]2)([CH3:22])[CH3:21])[CH:15]=[C:16]([F:18])[CH:17]=1 |f:0.1|. Procedure: Lithium bis(trimethylsilyl)amide (1.5 ml of 1.0M solution) was added to a solution of 1-(3,5-difluorophenyl)-2-(2,3-dihydro-6-methyl-4-oxo-5-phenyl-4H-1,3-oxazin-3-yl)-2-methyl-propan-1-one (0.5 g) in tetrahydrofuran, under an inert atmosphere at -5° C. After stirring for 0.5 hours, methyl chloroformate (1.22 g) was added and the solution allowed to warm to 20° C. After 18 hours, the solution was poured onto water, extracted (ether) and evaporated. Purification by dry column chromatography on si... Starting materials: B(Br)(Br)Br (boron tribromide), COC1=CC(=C(C=C1)C1=CC=CC=C1)[N+](=O)[O-] (4-Methoxy-2-nitro-1-phenylbenzene). Run in ClCCl (dichloromethane), ClCCl (dichloromethane). The product is [N+](=O)([O-])C=1C=C(C=CC1C1=CC=CC=C1)O (3-nitro-4-phenylphenol), crude material. Reaction SMILES: C[O:2][C:3]1[CH:8]=[CH:7][C:6]([C:9]2[CH:14]=[CH:13][CH:12]=[CH:11][CH:10]=2)=[C:5]([N+:15]([O-:17])=[O:16])[CH:4]=1.B(Br)(Br)Br>ClCCl>[N+:15]([C:5]1[CH:4]=[C:3]([OH:2])[CH:8]=[CH:7][C:6]=1[C:9]1[CH:14]=[CH:13][CH:12]=[CH:11][CH:10]=1)([O-:17])=[O:16]. Procedure details: 4-Methoxy-2-nitro-1-phenylbenzene (1.86 g, 8.31 mmol) was dissolved in dichloromethane (40 mL) and thereto was added, under ice-water cooling, a solution of boron tribromide (2 mL) in dichloromethane (10 mL) After stirring at room temperature for 18 hours, the reaction mixture was poured onto ice to stop the reaction and extracted with ethyl acetate. The organic layer was washed with a saturated aqueous solution of sodium chloride, dried over anhydrous magnesium sulfate, and concentrated under r... The reactants are C(C)OC(=O)C(C(=O)OCC)(CC(=O)C1=CC(=C(C=C1)C)F)O (ethyl 2-ethoxycarbonyl-4-(3-fluoro-4-methylphenyl)-2-hydroxy-4-oxobutanoate), O.NN (hydrazine monohydrate), [OH-].[Na+] (sodium hydroxide), Cl (hydrochloric acid). Solvent: C(C)(C)O (isopropanol). Conditions: time 6 hour. Yields the product C(=O)(O)C=1C(NN=C(C1)C1=CC(=C(C=C1)C)F)=O (4-carboxy-6-(3-fluoro-4-methylphenyl)-2H-pyridazin-3-one), powder. Isolated yield 87.7%. As a reaction SMILES: C([O:3][C:4]([C:6](O)([CH2:12][C:13]([C:15]1[CH:20]=[CH:19][C:18]([CH3:21])=[C:17]([F:22])[CH:16]=1)=O)[C:7](OCC)=[O:8])=[O:5])C.O.[NH2:25][NH2:26].[OH-].[Na+].Cl>C(O)(C)C>[C:4]([C:6]1[C:7](=[O:8])[NH:25][N:26]=[C:13]([C:15]2[CH:20]=[CH:19][C:18]([CH3:21])=[C:17]([F:22])[CH:16]=2)[CH:12]=1)([OH:3])=[O:5] |f:1.2,3.4|. Reported procedure: To a solution of ethyl 2-ethoxycarbonyl-4-(3-fluoro-4-methylphenyl)-2-hydroxy-4-oxobutanoate (8.41 9, 25.8 mmol) in isopropanol (100 mL) was added hydrazine monohydrate (2.84 g, 56.8 mmol), and the mixture was heated under stirring at 100 for 6 hours. Then, 2 mol/L sodium hydroxide was added, and the mixture was stirred further at the same temperature for 4 hours. The reaction mixture was ice-cooled, and concentrated hydrochloric acid was added to acidify the system. The precipitate was collecte...